This data is from the Open Reaction Database (ORD), a public repository of structured organic reaction records. The task is: describe an organic reaction: reactants, conditions, products, and yield Reactants: [Sn] (tin), Cl (hydrochloric acid), ClC1=CC=C(C(=O)C=2C=C(C=CC2[N+](=O)[O-])CC(=O)N)C=C1 (3-(4-chlorobenzoyl)-4-nitrobenzene acetamide). Solvent: O1CCCC1 (tetrahydrofuran). Reaction conditions: time 1 hour. Product: ClC1=CC=C(C=C1)C=1ON=C2C1C=C(C=C2)CC(=O)N (3-(4-Chlorophenyl)-2,1-benzisoxazole-5-acetamide). Yield: 14.0%. RXN SMILES: [Cl:1][C:2]1[CH:22]=[CH:21][C:5]([C:6]([C:8]2[CH:9]=[C:10]([CH2:17][C:18]([NH2:20])=[O:19])[CH:11]=[CH:12][C:13]=2[N+:14]([O-])=[O:15])=O)=[CH:4][CH:3]=1.[Sn].Cl>O1CCCC1>[Cl:1][C:2]1[CH:22]=[CH:21][C:5]([C:6]2[O:15][N:14]=[C:13]3[CH:12]=[CH:11][C:10]([CH2:17][C:18]([NH2:20])=[O:19])=[CH:9][C:8]=23)=[CH:4][CH:3]=1 |^3:22|. Reported procedure: A solution of 400 mg (0.00125 mole) of 3-(4-chlorobenzoyl)-4-nitrobenzene acetamide in 20 ml of tetrahydrofuran was warmed to 50° C. and treated with 1 g of tin powder and 1 ml of concentrated hydrochloric acid. The mixture was stirred for 1 hr, then filtered. The filtrate was poured into water and the solid was collected and recrystallized from ethanol-isopropanol to give 50 mg (14%) of light-yellow crystals, m.p. 242.0°-43.5° C. Run in C=1(C(=CC=CC1)C)C (xylene). Isolated yield 87.8%. Procedure: A mixture of 5 gm of 3-chloro-9-hydroxymethyl-9(β-dimethylaminoethyl)-10-methyl-acridane, 200 cc of xylene and 25 gm of phosphoric acid anhydride was refluxed for 3 hours with stirring and after cooling, the reaction mixture was poured over ice. The resulting mixture was made alkaline by the addition of 50 cc of sodium hydroxide solution and was extracted with ethyl acetate. The organic phase was washed with water, dried over magnesium sulfate and distilled to dryness in vacuo. The residue was s... Reactants: ClC=1C=CC=2C(C3=CC=CC=C3N(C2C1)C)(CCN(C)C)CO (3-chloro-9-hydroxymethyl-9(β-dimethylaminoethyl)-10-methyl-acridane), O=P12OP3(=O)OP(=O)(O1)OP(=O)(O2)O3 (phosphoric acid anhydride), [OH-].[Na+] (sodium hydroxide). Product: ClC1=CC2=C(C(=CC3=C(N2C)C=CC=C3)CCN(C)C)C=C1 (7-chloro-5-methyl-10-(β-dimethylaminoethyl)-dibenzo (b,f) azepine). Reaction SMILES: [Cl:1][C:2]1[CH:3]=[CH:4][C:5]2[C:6]([CH2:22]O)([CH2:17][CH2:18][N:19]([CH3:21])[CH3:20])[C:7]3[C:12]([N:13]([CH3:16])[C:14]=2[CH:15]=1)=[CH:11][CH:10]=[CH:9][CH:8]=3.O=P12OP3(OP(OP(O3)(O1)=O)(=O)O2)=O.[OH-].[Na+]>C1(C)C(C)=CC=CC=1>[Cl:1][C:2]1[CH:3]=[CH:4][C:5]2[C:6]([CH2:17][CH2:18][N:19]([CH3:21])[CH3:20])=[CH:22][C:11]3[CH:10]=[CH:9][CH:8]=[CH:7][C:12]=3[N:13]([CH3:16])[C:14]=2[CH:15]=1 |f:2.3|. Product: COC1=CC=C(CC2=CC(=C(C(=C2)C)C=2N=C(SC2)NC(C2=CC=NC=C2)=O)C)C=C1 (N-(4-(4-(4-methoxybenzyl)-2,6-dimethylphenyl)thiazol-2-yl)isonicotinamide). Starting materials: C(=O)(O)[O-].[Na+] (NaHCO3), [Br-].O(C)C1=CC=C(C[Zn+])C=C1 (4-methoxylbenzylzinc(II) bromide), IC1=CC(=C(C(=C1)C)C=1N=C(SC1)NC(C1=CC=NC=C1)=O)C (N-(4-(4-iodo-2,6-dimethylphenyl)thiazol-2-yl)isonicotinamide), tetrakistriphenylphosphine palladium. Procedure details: A THF solution of 4-methoxylbenzylzinc(II) bromide (4.0 mL, 2.0 mmol) was added to a degassed solution of N-(4-(4-iodo-2,6-dimethylphenyl)thiazol-2-yl)isonicotinamide (435 mg, 1.0 mmol) and tetrakistriphenylphosphine palladium (57.8 mg, 0.10 mmol) in THF (5.0 mL). The reaction mixture was heated at reflux for 16 h under N2 then poured into saturated aqueous NaHCO3. The mixture was extracted with ethyl acetate, washed with brine, dried MgSO4, and concentrated under reduced pressure. The residue w... Run in C1CCOC1 (THF), C1CCOC1 (THF). RXN SMILES: [Br-].[O:2]([C:4]1[CH:11]=[CH:10][C:7]([CH2:8][Zn+])=[CH:6][CH:5]=1)[CH3:3].I[C:13]1[CH:18]=[C:17]([CH3:19])[C:16]([C:20]2[N:21]=[C:22]([NH:25][C:26](=[O:33])[C:27]3[CH:32]=[CH:31][N:30]=[CH:29][CH:28]=3)[S:23][CH:24]=2)=[C:15]([CH3:34])[CH:14]=1.C([O-])(O)=O.[Na+]>C1COCC1>[CH3:3][O:2][C:4]1[CH:11]=[CH:10][C:7]([CH2:8][C:13]2[CH:14]=[C:15]([CH3:34])[C:16]([C:20]3[N:21]=[C:22]([NH:25][C:26](=[O:33])[C:27]4[CH:28]=[CH:29][N:30]=[CH:31][CH:32]=4)[S:23][CH:24]=3)=[C:17]([CH3:19])[CH:18]=2)=[CH:6][CH:5]=1 |f:0.1,3.4|. Starting materials: C1CCOC1, CN(C)c1ccccc1, CCOC(=O)C1(Oc2cc(N)c(F)cc2Cl)CC1, CCOC(=O)Cl, Cl. The product is CCOC(=O)Nc1cc(OC2(C(=O)OCC)CC2)c(Cl)cc1F. RXN SMILES: [CH2:35]1[O:36][CH2:37][CH2:38][CH2:39]1.[CH3:19][N:20]([CH3:21])[c:22]1[cH:23][cH:24][cH:25][cH:26][cH:27]1.[Cl:1][c:2]1[c:3]([O:4][C:5]2([C:8](=[O:9])[O:10][CH2:11][CH3:12])[CH2:6][CH2:7]2)[cH:13][c:14]([NH2:18])[c:15]([F:17])[cH:16]1.[Cl:28][C:29](=[O:30])[O:31][CH2:32][CH3:33].[ClH:34]>>[Cl:1][c:2]1[c:3]([O:4][C:5]2([C:8](=[O:9])[O:10][CH2:11][CH3:12])[CH2:6][CH2:7]2)[cH:13][c:14]([NH:18][C:29](=[O:30])[O:31][CH2:32][CH3:33])[c:15]([F:17])[cH:16]1. The reactants are S(O)(O)(=O)=O (sulfuric acid), C1(=CC=C(C=C1)S(=O)(=O)O)C (p-toluene sulfonic acid), CC[O-].CC[O-].[Mg+2] (magnesium ethylate), CC=1C(=C(C(=O)Cl)C(=CC1)C)[N+](=O)[O-] (3,6-dimethyl-2-nitrobenzoyl chloride), C(C)(C)(C)OC(CC(=O)C)=O (acetoacetate t-butyl ester). Run in C1=CC=CC=C1 (benzene), C1(=CC=CC=C1)C (toluene), C1(=CC=CC=C1)C (toluene). Conditions: temperature 80 celsius, time 2 hour. The product is CC=1C(=C(C(=O)CC(C)=O)C(=CC1)C)[N+](=O)[O-] (3,6-dimethyl-2-nitrobenzoylacetone). RXN SMILES: [C:1]([O:5]C(=O)CC(C)=O)(C)([CH3:3])[CH3:2].CC[O-].CC[O-].[Mg+2].[CH3:19][C:20]1[C:21]([N+:30]([O-:32])=[O:31])=[C:22]([C:26]([CH3:29])=[CH:27][CH:28]=1)[C:23](Cl)=[O:24].S(=O)(=O)(O)O.C1(C)C=CC(S(O)(=O)=O)=CC=1>C1C=CC=CC=1.C1(C)C=CC=CC=1>[CH3:19][C:20]1[C:21]([N+:30]([O-:32])=[O:31])=[C:22]([C:26]([CH3:29])=[CH:27][CH:28]=1)[C:23]([CH2:2][C:1](=[O:5])[CH3:3])=[O:24] |f:1.2.3|. Reported procedure: Then, acetoacetate t-butyl ester in an amount of 8.9 g (56 mmol) was added into 80 ml toluene solution containing magnesium ethylate in an amount of 6.4 g (56 mmol) and the resulting mixture was stirred for 2 hours at 80° C., cooled down to an ambient temperature and added dropwise with 15 ml toluene solution of 3,6-dimethyl-2-nitrobenzoyl chloride in an amount of 10.3 g. The obtained mixture was stirred for 2 hours under heating and reflux, added with 10% sulfuric acid and extracted with ethyl ... The reactants are COC(CCCCC1C(C2=CC=CC=C2CC1)=O)=O (methyl-(5-(1-oxo-1,2,3,4-tetrahydro-naphthalen-2-yl)-pentanoate)), C[O-].[Na+] (sodium methylate), Cl.NO (hydroxylamine hydrochloride), solution, [Na] (sodium). The solvent is CO (MeOH), CO (MeOH), CO (MeOH). Conditions: time 6 hour. Yields the product O=C1C(CCC2=CC=CC=C12)CCCCC(=O)O (5-(1-oxo-1,2,3,4-tetrahydro-naphthalen-2-yl)-pentanoic acid). The yield is 77.7%. RXN SMILES: Cl.NO.[Na].C[O:6][C:7](=[O:23])[CH2:8][CH2:9][CH2:10][CH2:11][CH:12]1[CH2:21][CH2:20][C:19]2[C:14](=[CH:15][CH:16]=[CH:17][CH:18]=2)[C:13]1=[O:22].C[O-].[Na+]>CO>[O:22]=[C:13]1[C:14]2[C:19](=[CH:18][CH:17]=[CH:16][CH:15]=2)[CH2:20][CH2:21][CH:12]1[CH2:11][CH2:10][CH2:9][CH2:8][C:7]([OH:23])=[O:6] |f:0.1,4.5,^1:3|. Reported procedure: To a solution of 5.0 g (22.9 mmol) 1-oxo-1,2,3,4-tetrahydro-naphthalene-2-carboxylic acid ethyl ester (1a) (Pradeep, K., and Saravanan, K., Tetrahedron 54 (1998) 2161-2168) and 5.79 g ethyl-5-bromo-pentanoate (27.7 mmol) in 10 mL ethanol at reflux is added a freshly prepared solution of 0.53 g sodium in 15 mL ethanol. After 10 h at reflux enough water is added for the precipitate to dissolve. The solvent is evaporated, the residue is dissolved in a solution of 3.85 g KOH in 7 mL MeOH and 5 mL H2... Reactants: N[C@H]1[C@@H](C(OC2=C1C=C(C=C2)C#N)(C)C)O ((3S-trans)-4-amino-3,4-dihydro-3-hydroxy-2,2-dimethyl-2H-1-benzopyran-6-carbonitrile), N1N=NN=C1C=1C=C(C=CC1)NC(OC1=CC=C(C=C1)[N+](=O)[O-])=O (3-(1H-tetrazol-5-yl)phenylcarbamic acid, 4-nitrophenyl ester), CN(C=O)C (dimethylformamide). The solvent is C(C)#N (acetonitrile). Product: C(#N)C=1C=CC2=C([C@H]([C@@H](C(O2)(C)C)O)NC(=O)NC2=CC(=CC=C2)C2=NN=NN2)C1 ((3S-trans)-N-(6-Cyano-3,4-dihydro-3-hydroxy-2,2-dimethyl-2H-1-benzopyran-4- yl)-N'-[3-(1H-tetrazol-5-yl)phenyl]urea). Isolated yield 60.0%. Reaction SMILES: [NH2:1][C@@H:2]1[C:7]2[CH:8]=[C:9]([C:12]#[N:13])[CH:10]=[CH:11][C:6]=2[O:5][C:4]([CH3:15])([CH3:14])[C@H:3]1[OH:16].[NH:17]1[C:21]([C:22]2[CH:23]=[C:24]([NH:28][C:29](=O)[O:30]C3C=CC([N+]([O-])=O)=CC=3)[CH:25]=[CH:26][CH:27]=2)=[N:20][N:19]=[N:18]1.CN(C)C=O>C(#N)C>[C:12]([C:9]1[CH:10]=[CH:11][C:6]2[O:5][C:4]([CH3:14])([CH3:15])[C@@H:3]([OH:16])[C@H:2]([NH:1][C:29]([NH:28][C:24]3[CH:25]=[CH:26][CH:27]=[C:22]([C:21]4[NH:17][N:18]=[N:19][N:20]=4)[CH:23]=3)=[O:30])[C:7]=2[CH:8]=1)#[N:13]. Reported procedure: A mixture of (3S-trans)-4-amino-3,4-dihydro-3-hydroxy-2,2-dimethyl-2H-1-benzopyran-6-carbonitrile (0.65 g, 0.003 mol, from Example 1, part B) and [3-(1H-tetrazol-5-yl)phenylcarbamic acid, 4-nitrophenyl ester (1.08 g, 0.0033 mol, from part A) in acetonitrile (35 mL) and dimethylformamide (20 mL) was stirred at 80° C. for two hours. The reaction mixture was concentrated in vacuo and the residue, diluted with ethyl acetate, was washed with 0.5M HCl and water. The organic layer was concentrated in v... The reactants are C(#C)C(C1=CC(=CC=C1)OC1=CC=CC=C1)O (α-ethynyl-3-phenoxybenzyl alcohol), C=O (paraformaldehyde), C(C)(C)NC(C)C (diisopropylamine), CuBr, Cl (HCl). Solvent: O1CCOCC1 (dioxane). Reaction conditions: temperature 20 celsius. Yields the product C(=C=C)C(C1=CC(=CC=C1)OC1=CC=CC=C1)O (α-allenyl-3-phenoxybenzyl alcohol). As a reaction SMILES: [C:1]([CH:3]([OH:17])[C:4]1[CH:9]=[CH:8][CH:7]=[C:6]([O:10][C:11]2[CH:16]=[CH:15][CH:14]=[CH:13][CH:12]=2)[CH:5]=1)#[CH:2].C=O.[CH:20](NC(C)C)(C)C.Cl>O1CCOCC1>[CH:1]([CH:3]([OH:17])[C:4]1[CH:9]=[CH:8][CH:7]=[C:6]([O:10][C:11]2[CH:16]=[CH:15][CH:14]=[CH:13][CH:12]=2)[CH:5]=1)=[C:2]=[CH2:20]. Procedure details: 10 g of α-ethynyl-3-phenoxybenzyl alcohol, 2.1 g of paraformaldehyde, 5.3 g of diisopropylamine, 0.215 g of CuBr and 50 ml of dioxane are refluxed for 2 hours. The reaction mixture is cooled to 20° C., poured into a solution of 2 N HCl and extracted with ether. The organic phase is washed with 10% potassium carbonate and saturated sodium chloride solution, dried over magnesium sulfate and concentrated. The residue is chromatographed over silica gel with a 7:3 mixture of hexane/ether as eluant, a...